From a dataset of the Open Reaction Database (ORD), a public repository of structured organic reaction records. describe an organic reaction: reactants, conditions, products, and yield Starting materials: COC=1C=C(C=NC1)B(O)O (5-methoxypyridine-3-boronic acid), C([O-])([O-])=O.[Na+].[Na+] (sodium carbonate), ClC1=CC(=NC(=N1)C1=NC(=CC=C1)C)NCC1=C2C=CNC2=CC=C1 ([6-chloro-2-(6-methyl-pyridin-2-yl)-pyrimidin-4-yl]-(1H-indol-4-ylmethyl)-amine). The reagents and catalysts are C1=CC=C(C=C1)P([C-]2C=CC=C2)C3=CC=CC=C3.C1=CC=C(C=C1)P([C-]2C=CC=C2)C3=CC=CC=C3.Cl[Pd]Cl.[Fe+2] (PdCl2(dppf)). The solvent is C(Cl)Cl (DCM), COCCOC (DME), C(Cl)Cl (DCM). Reaction conditions: time 15 minute. Yields the product N1C=CC2=C(C=CC=C12)CNC1=NC(=NC(=C1)C=1C=NC=C(C1)OC)C1=NC(=CC=C1)C ((1H-Indol-4-ylmethyl)-[6-(5-methoxy-pyridin-3-yl)-2-(6-methyl-pyridin-2-yl)-pyrimidin-4-yl]-amine). As a reaction SMILES: [CH3:1][O:2][C:3]1[CH:4]=[C:5](B(O)O)[CH:6]=[N:7][CH:8]=1.C(=O)([O-])[O-].[Na+].[Na+].Cl[C:19]1[N:24]=[C:23]([C:25]2[CH:30]=[CH:29][CH:28]=[C:27]([CH3:31])[N:26]=2)[N:22]=[C:21]([NH:32][CH2:33][C:34]2[CH:42]=[CH:41][CH:40]=[C:39]3[C:35]=2[CH:36]=[CH:37][NH:38]3)[CH:20]=1>COCCOC.C(Cl)Cl.C1C=CC(P(C2C=CC=CC=2)[C-]2C=CC=C2)=CC=1.C1C=CC(P(C2C=CC=CC=2)[C-]2C=CC=C2)=CC=1.Cl[Pd]Cl.[Fe+2]>[NH:38]1[C:39]2[C:35](=[C:34]([CH2:33][NH:32][C:21]3[CH:20]=[C:19]([C:5]4[CH:6]=[N:7][CH:8]=[C:3]([O:2][CH3:1])[CH:4]=4)[N:24]=[C:23]([C:25]4[CH:30]=[CH:29][CH:28]=[C:27]([CH3:31])[N:26]=4)[N:22]=3)[CH:42]=[CH:41][CH:40]=2)[CH:36]=[CH:37]1 |f:1.2.3,7.8.9.10|. Procedure details: A solution of 5-methoxypyridine-3-boronic acid pinacolester (1.2 eq, 0.24 mmol, 56.4 mg) in DME (1 ml) under an inert atmosphere of argon is treated with 2M sodium carbonate (2 eq, 0.4 mmol, 0.2 ml) and then stirred at room temperature for 15 minutes. To this mixture is added [6-chloro-2-(6-methyl-pyridin-2-yl)-pyrimidin-4-yl]-(1H-indol-4-ylmethyl)-amine (1 eq, 0.2 mmol, 70 mg) followed by PdCl2(dppf).DCM (0.1 eq, 0.02 mmol, 16.3 mg) and the reaction mixture is heated at 80° C. for 90 minutes. T... Starting materials: C(C)OC(C(C(=O)OCC)(CC1=CC=C(C=C1)C(C(C)(C)C)=O)CC1=CC=C(C=C1)C(C(C)(C)C)=O)=O (bis(p-pivaloylbenzyl)malonic acid diethylester), [Cl-].[Na+] (sodium chloride), CS(=O)C (dimethylsulfoxide). Run in O (water), O (water). Yields the product C(C)OC(C(CC1=CC=C(C=C1)C(C(C)(C)C)=O)CC1=CC=C(C=C1)C(C(C)(C)C)=O)=O (bis(p-pivaloylbenzyl) acetic acid ethyl ester). As a reaction SMILES: [CH2:1]([O:3][C:4](=[O:37])[C:5]([CH2:24][C:25]1[CH:30]=[CH:29][C:28]([C:31](=[O:36])[C:32]([CH3:35])([CH3:34])[CH3:33])=[CH:27][CH:26]=1)([CH2:11][C:12]1[CH:17]=[CH:16][C:15]([C:18](=[O:23])[C:19]([CH3:22])([CH3:21])[CH3:20])=[CH:14][CH:13]=1)C(OCC)=O)[CH3:2].[Cl-].[Na+].CS(C)=O>O>[CH2:1]([O:3][C:4](=[O:37])[CH:5]([CH2:11][C:12]1[CH:13]=[CH:14][C:15]([C:18](=[O:23])[C:19]([CH3:22])([CH3:21])[CH3:20])=[CH:16][CH:17]=1)[CH2:24][C:25]1[CH:26]=[CH:27][C:28]([C:31](=[O:36])[C:32]([CH3:35])([CH3:34])[CH3:33])=[CH:29][CH:30]=1)[CH3:2] |f:1.2|. Procedure details: A mixture of 50.0 g. (0.100 mole) bis(p-pivaloylbenzyl)malonic acid diethylester, 6.0 g. (0.103 mole) sodium chloride, 200 ml. dimethylsulfoxide and 3.5 ml. water is heated at 180° for 22 hours. The resulting mixture is then cooled and poured into water. The water mixture is extracted twice with methylene chloride and the methylene chloride washed with water and dried over anhydrous magnesium sulfate, filtered and evaporated in vacuo. The resulting oil is crystallized from pentane to give bis(p-... The product is 13.3, [N+](=O)([O-])C=1C=CC2=C(N=C(S2)NCCCO)C1 (3-[(5-nitro-2-benzothiazolyl)amino]-1-propanol). The yield is 72.2%. As a reaction SMILES: Cl[C:2]1[CH:7]=[CH:6][C:5]([N+:8]([O-:10])=[O:9])=[CH:4][C:3]=1[NH:11][C:12]([NH:14][CH2:15][CH2:16][CH2:17][OH:18])=[S:13].C(=O)([O-])[O-].[K+].[K+].CN(C)C=O>O>[N+:8]([C:5]1[CH:6]=[CH:7][C:2]2[S:13][C:12]([NH:14][CH2:15][CH2:16][CH2:17][OH:18])=[N:11][C:3]=2[CH:4]=1)([O-:10])=[O:9] |f:1.2.3|. Solvent: O (water). Procedure details: A mixture of 21 parts of N-(2-chloro-5-nitrophenyl)-N'-(3-hydroxypropyl)thiourea, 10 parts of potassium carbonate and 180 parts of N,N-dimethylformamide is stirred and refluxed for 30 minutes. After cooling, 300 parts of water are added and the product is allowed to crystallize. It is filtered off and washed with water, yielding 13.3 parts (72.2%) of 3-[(5-nitro-2-benzothiazolyl)amino]-1-propanol; mp. 140°-144° C. Starting materials: 21, ClC1=C(C=C(C=C1)[N+](=O)[O-])NC(=S)NCCCO (N-(2-chloro-5-nitrophenyl)-N'-(3-hydroxypropyl)thiourea), C([O-])([O-])=O.[K+].[K+] (potassium carbonate), CN(C=O)C (N,N-dimethylformamide). Reactants: BrC=1C=C(C=C(C1)OC(F)(F)F)C1=CC(=NN1C=1C=NC=C(C1)Cl)C(=O)O (5-(3-Bromo-5-trifluoromethoxyphenyl)-1-(5-chloropyridin-3-yl)-1H-pyrazole-3-carboxylic acid), ClC=1C=C(C=C(C1)F)C1=CC(=NN1C1=NC=CC=C1)C(=O)N1CNC(C1)=O (1-{[5-(3-Chloro-5-fluorophenyl)-1-(pyridin-2-yl)-1H-pyrazol-3-yl]carbonyl}imidazolidin-4-one), O=C1NCCNC1 (2-oxopiperazine). Yields the product BrC=1C=C(C=C(C1)OC(F)(F)F)C1=CC(=NN1C=1C=NC=C(C1)Cl)C(=O)N1CC(NCC1)=O (4-({5-[3-Bromo-5-(trifluoromethoxy)phenyl]-1-(5-chloropyridin-3-yl)-1H-pyrazol-3-yl}carbonyl)piperazin-2-one). As a reaction SMILES: [Br:1][C:2]1[CH:3]=[C:4]([C:13]2[N:17]([C:18]3[CH:19]=[N:20][CH:21]=[C:22]([Cl:24])[CH:23]=3)[N:16]=[C:15]([C:25](O)=[O:26])[CH:14]=2)[CH:5]=[C:6]([O:8][C:9]([F:12])([F:11])[F:10])[CH:7]=1.ClC1C=C(C2N(C3C=CC=CN=3)N=C([C:47]([N:49]3[CH2:53][C:52](=[O:54])[NH:51][CH2:50]3)=O)C=2)C=C(F)C=1.O=C1CNCCN1>>[Br:1][C:2]1[CH:3]=[C:4]([C:13]2[N:17]([C:18]3[CH:19]=[N:20][CH:21]=[C:22]([Cl:24])[CH:23]=3)[N:16]=[C:15]([C:25]([N:49]3[CH2:47][CH2:50][NH:51][C:52](=[O:54])[CH2:53]3)=[O:26])[CH:14]=2)[CH:5]=[C:6]([O:8][C:9]([F:11])([F:12])[F:10])[CH:7]=1. Procedure: 75 mg (0.16 mmol) of the compound of Example 43A is reacted analogously to the synthesis of the compound of Example 1 with 18 mg (0.18 mmol) of 2-oxopiperazine. 76 mg (86% of theory) of the title compound is obtained.